Dataset: the Open Reaction Database (ORD), a public repository of structured organic reaction records. Task: describe an organic reaction: reactants, conditions, products, and yield Reactants: CC#N (MeCN), N1=CC=CC=C1 (pyridine), C1(=CC=CC=C1)OC(=O)Cl (phenylchloroformate), NC1=CN=NC=C1 (4-aminopyridazine). The solvent is C1CCOC1 (THF), C1CCOC1 (THF). Conditions: time 18 hour. Yields the product N1=NC=C(C=C1)NC(OC1=CC=CC=C1)=O (Phenyl pyridazin-4-ylcarbamate). Yield: 35.3%. As a reaction SMILES: [NH2:1][C:2]1[CH:7]=[CH:6][N:5]=[N:4][CH:3]=1.CC#N.N1C=CC=CC=1.[C:17]1([O:23][C:24](Cl)=[O:25])[CH:22]=[CH:21][CH:20]=[CH:19][CH:18]=1>C1COCC1>[N:5]1[CH:6]=[CH:7][C:2]([NH:1][C:24](=[O:25])[O:23][C:17]2[CH:22]=[CH:21][CH:20]=[CH:19][CH:18]=2)=[CH:3][N:4]=1. Reported procedure: A solution of 4-aminopyridazine (2.5 g, 26.3 mmol) in a mix of 1:1 THF:MeCN (20 mL), and pyridine (2.18, 27.6 mmol) was treated dropwise with phenylchloroformate (1.3 g, 27.6 mmol) in THF (10 mL). After stirring for 18 h, the resulting solid was collected and dried to provide the title compound (2 g, 37%). The reactants are C(C)OC(=O)C=1N=NC(=CC1)OCC=1C(=NOC1C)C1=CC=C(C=C1)F (6-[3-(4-fluoro-phenyl)-5-methyl-isoxazol-4-ylmethoxy]-pyridazine-3-carboxylic acid ethyl ester), N1CCOCC1 (morpholine). The product is FC1=CC=C(C=C1)C1=NOC(=C1COC1=CC=C(N=N1)C(=O)N1CCOCC1)C ({6-[3-(4-Fluoro-phenyl)-5-methyl-isoxazol-4-ylmethoxy]-pyridazin-3-yl}-morpholin-4-yl-methanone). Yield: 83.0%. Reaction SMILES: C(O[C:4]([C:6]1[N:7]=[N:8][C:9]([O:12][CH2:13][C:14]2[C:15]([C:20]3[CH:25]=[CH:24][C:23]([F:26])=[CH:22][CH:21]=3)=[N:16][O:17][C:18]=2[CH3:19])=[CH:10][CH:11]=1)=[O:5])C.[NH:27]1[CH2:32][CH2:31][O:30][CH2:29][CH2:28]1>>[F:26][C:23]1[CH:22]=[CH:21][C:20]([C:15]2[C:14]([CH2:13][O:12][C:9]3[N:8]=[N:7][C:6]([C:4]([N:27]4[CH2:32][CH2:31][O:30][CH2:29][CH2:28]4)=[O:5])=[CH:11][CH:10]=3)=[C:18]([CH3:19])[O:17][N:16]=2)=[CH:25][CH:24]=1. Procedure: As described for example 59, 6-[3-(4-fluoro-phenyl)-5-methyl-isoxazol-4-ylmethoxy]-pyridazine-3-carboxylic acid ethyl ester (143 mg, 0.4 mmol) was converted, using morpholine instead of aminomethylcyclopropane, to the title compound (132 mg, 83%) which was obtained as a light yellow solid. MS: m/e=399.1 [M+H]+. Starting materials: CC(C)(C)OC(=O)N1CCC(CC1)CC=1C=C(C(=O)O)C=CC1 (3-[(1-{[(1,1-dimethylethyl)oxy]carbonyl}-4-piperidinyl)methyl]benzoic acid), NCC=1C=C(C=CC1)C1=CC=C(S1)CN1C[C@@H](N(CC1)C(=O)OC(C)(C)C)C (1,1-dimethylethyl (2S)-4-({5-[3-(aminomethyl)phenyl]-2-thienyl)methyl)-2-methyl-1-piperazinecarboxylate), TEA, C(CCl)Cl (EDC), C=1C=CC2=C(C1)N=NN2O (HOBt), C(=O)([O-])[O-].[Na+].[Na+] (Na2CO3). The solvent is C(Cl)(Cl)Cl (CHCl3). Run at time 2 hour. Product: C[C@H]1CN(CCN1)CC1=CC=C(S1)C=1C=C(C=CC1)CNC(C1=CC(=CC=C1)CC1CCNCC1)=O (N-{[3-(5-{[(3S)-3-methyl-1-piperazinyl]methyl}-2-thienyl)phenyl]methyl}-3-(4-piperidinylmethyl)benzamide). Yield: 51.9%. As a reaction SMILES: CC(OC([N:8]1[CH2:13][CH2:12][CH:11]([CH2:14][C:15]2[CH:16]=[C:17]([CH:21]=[CH:22][CH:23]=2)[C:18]([OH:20])=O)[CH2:10][CH2:9]1)=O)(C)C.[NH2:24][CH2:25][C:26]1[CH:27]=[C:28]([C:32]2[S:36][C:35]([CH2:37][N:38]3[CH2:43][CH2:42][N:41](C(OC(C)(C)C)=O)[C@@H:40]([CH3:51])[CH2:39]3)=[CH:34][CH:33]=2)[CH:29]=[CH:30][CH:31]=1.C(Cl)CCl.C1C=CC2N(O)N=NC=2C=1.C([O-])([O-])=O.[Na+].[Na+]>C(Cl)(Cl)Cl>[CH3:51][C@@H:40]1[NH:41][CH2:42][CH2:43][N:38]([CH2:37][C:35]2[S:36][C:32]([C:28]3[CH:27]=[C:26]([CH2:25][NH:24][C:18](=[O:20])[C:17]4[CH:21]=[CH:22][CH:23]=[C:15]([CH2:14][CH:11]5[CH2:10][CH2:9][NH:8][CH2:13][CH2:12]5)[CH:16]=4)[CH:31]=[CH:30][CH:29]=3)=[CH:33][CH:34]=2)[CH2:39]1 |f:4.5.6|. Procedure: To a solution of 3-[(1-{[(1,1-dimethylethyl)oxy]carbonyl}-4-piperidinyl)methyl]benzoic acid (319 mg, 1.0 mmol) in CHCl3 (5.0 mL) was added 1,1-dimethylethyl (2S)-4-({5-[3-(aminomethyl)phenyl]-2-thienyl)methyl)-2-methyl-1-piperazinecarboxylate (401 mg, 1.0 mmol), TEA (0.26 ml, 2 mmol), EDC (288 mg, 1.5 mmol) and HOBt (150 mg, 1.1 mmol). The reaction mixture was stirred at room temperature for 2 h, followed by addition of 1 mL of saturated Na2CO3. The organic layer was dried over Na2SO4, and filte... Reactants: CCN(C(C)C)C(C)C, O=S(=O)(Cl)c1cc(Cl)ccc1Cl, ClCCl, CCS(=O)(=O)N1CCC(c2c[nH]c3c(C(N)=O)cc(-c4cccc(CN)c4)cc23)CC1, CN(C)C=O. The product is CCS(=O)(=O)N1CCC(c2c[nH]c3c(C(N)=O)cc(-c4cccc(CNS(=O)(=O)c5cc(Cl)ccc5Cl)c4)cc23)CC1. As a reaction SMILES: [CH:44]([N:45]([CH2:46][CH3:47])[CH:48]([CH3:49])[CH3:50])([CH3:51])[CH3:52].[Cl:32][c:33]1[c:34]([S:40](=[O:41])(=[O:42])[Cl:43])[cH:35][c:36]([Cl:39])[cH:37][cH:38]1.[Cl:58][CH2:59][Cl:60].[NH2:1][CH2:2][c:3]1[cH:4][c:5](-[c:9]2[cH:10][c:11]3[c:12]([CH:21]4[CH2:22][CH2:23][N:24]([S:27](=[O:28])(=[O:29])[CH2:30][CH3:31])[CH2:25][CH2:26]4)[cH:13][nH:14][c:15]3[c:16]([C:18](=[O:19])[NH2:20])[cH:17]2)[cH:6][cH:7][cH:8]1.[O:53]=[CH:54][N:55]([CH3:56])[CH3:57]>>[NH:1]([CH2:2][c:3]1[cH:4][c:5](-[c:9]2[cH:10][c:11]3[c:12]([CH:21]4[CH2:22][CH2:23][N:24]([S:27](=[O:28])(=[O:29])[CH2:30][CH3:31])[CH2:25][CH2:26]4)[cH:13][nH:14][c:15]3[c:16]([C:18](=[O:19])[NH2:20])[cH:17]2)[cH:6][cH:7][cH:8]1)[S:40]([c:34]1[c:33]([Cl:32])[cH:38][cH:37][c:36]([Cl:39])[cH:35]1)(=[O:41])=[O:42]. Procedure: To a 0° C. mixture of the epoxide(0.930 g) from step 1 in dimethylformamide(3 mL) and isopropanol(12 mL) was added the potassium salt of 5-bromo-2-hydroxypyridine, prepared from 5-bromo-2-hydroxypyridine and one equivalent of 8N KOH followed by evaporation to dryness with toluene and high vacuum drying, (0.742 g, 3.5 mmol) and the mixture was warmed up slowly to reflux for 16 hrs. It was then cooled to room temperature and poured on icy dilute ammonium chloride and ethyl acetate; the organic lay... The reactants are [K] (potassium), BrC=1C=CC(=NC1)O (5-bromo-2-hydroxypyridine), BrC=1C=CC(=NC1)O (5-bromo-2-hydroxypyridine), [OH-].[K+] (KOH), CC1(OC(C2O[C@@]12C1=CC=C(C=C1)S(=O)(=O)C)=O)CC(F)(F)F ((5R)-4-methyl-4-(2,2,2-trifluoroethyl)-5-(4-methylsulfonyl-phenyl)-3,6-dioxabicyclo[3.1.0]hexan-2-one). Run in CN(C=O)C (dimethylformamide), C(C)(C)O (isopropanol). As a reaction SMILES: [CH3:1][C:2]1([CH2:19][C:20]([F:23])([F:22])[F:21])[C@@:7]2([C:8]3[CH:13]=[CH:12][C:11]([S:14]([CH3:17])(=[O:16])=[O:15])=[CH:10][CH:9]=3)[CH:5]([O:6]2)[C:4](=[O:18])[O:3]1.[K].[Br:25][C:26]1[CH:27]=[CH:28][C:29](O)=[N:30][CH:31]=1.[OH-].[K+]>CN(C)C=O.C(O)(C)C>[Br:25][C:26]1[CH:27]=[CH:28][C:29]([O:6][C:5]2[C:4](=[O:18])[O:3][C@:2]([CH3:1])([CH2:19][C:20]([F:23])([F:22])[F:21])[C:7]=2[C:8]2[CH:13]=[CH:12][C:11]([S:14]([CH3:17])(=[O:16])=[O:15])=[CH:10][CH:9]=2)=[N:30][CH:31]=1 |f:3.4,^1:23|. The product is BrC=1C=CC(=NC1)OC=1C(O[C@@](C1C1=CC=C(C=C1)S(=O)(=O)C)(CC(F)(F)F)C)=O ((5R)-3-(5-bromo-2-pyridyloxy)-4-(4-methylsulfonylphenyl)-5-methyl-5-(2,2,2-trifluoroethyl)-5H-furan-2-one). Reactants: OC1=C(C([C@@](C2=CC=CC=C12)(CCC(C)C)C)=O)C1=NS(C2=C(N1)C=CC(=C2)NC(C)=O)(=O)=O (N-{3-[(4R)-1-hydroxy-4-methyl-4-(3-methylbutyl)-3-oxo-3,4-dihydronaphthalen-2-yl]-1,1-dioxido-4H-1,2,4-benzothiadiazin-7-yl}acetamide), [OH-].[Na+] (sodium hydroxide). Solvent: O (water). Run at temperature 25 celsius, time 1 hour. The product is C(C)(=O)NC1=CC2=C(NC(=NS2(=O)=O)C2=C(C3=CC=CC=C3[C@](C2=O)(CCC(C)C)C)[O-])C=C1.[Na+] (Sodium (4R)-2-[7-(acetylamino)-1,1-dioxido-4H-1,2,4-benzothiadiazin-3-yl]-4-methyl-4-(3-methylbutyl)-3-oxo-3,4-dihydronaphthalen-1-olate). Isolated yield 993.0%. Reaction SMILES: [OH:1][C:2]1[C:11]2[C:6](=[CH:7][CH:8]=[CH:9][CH:10]=2)[C@@:5]([CH3:17])([CH2:12][CH2:13][CH:14]([CH3:16])[CH3:15])[C:4](=[O:18])[C:3]=1[C:19]1[NH:24][C:23]2[CH:25]=[CH:26][C:27]([NH:29][C:30](=[O:32])[CH3:31])=[CH:28][C:22]=2[S:21](=[O:34])(=[O:33])[N:20]=1.[OH-].[Na+:36]>O>[C:30]([NH:29][C:27]1[CH:26]=[CH:25][C:23]2[NH:24][C:19]([C:3]3[C:4](=[O:18])[C@:5]([CH3:17])([CH2:12][CH2:13][CH:14]([CH3:15])[CH3:16])[C:6]4[C:11](=[CH:10][CH:9]=[CH:8][CH:7]=4)[C:2]=3[O-:1])=[N:20][S:21](=[O:33])(=[O:34])[C:22]=2[CH:28]=1)(=[O:32])[CH3:31].[Na+:36] |f:1.2,4.5|. Procedure: A suspension of the product of Example 44A (0.046 g) in water (1 mL) was treated with 0.997N sodium hydroxide solution (0.090 mL, 0.090 mmol) and stirred at 25° C. for 1 hour. The solution was lyophilized to give the title compound (0.45 g, 99%). 1H NMR (300 MHz, DMSO-d6): δ ppm 0.45 (m, 1H) 0.69 (m, 6H) 0.80 (m, 1H) 1.27 (m, 1H) 1.37 (m, 3H) 1.72 (m, 1H) 2.06 (m, 3H) 2.15 (m, 1H) 7.23 (m, 1H) 7.32 (m, 1H) 7.46 (m, 2H) 7.65 (m, 1H) 8.03 (m, 2H) 10.13 (m, 1H) 15.44 (m, 1H). MS (ESI−) m/z 480 (M−H... The reactants are CCCCCCSc1nc(C)cc(C(C)O)n1, CC(C)=O, O=S(=O)(O)O. Product: CCCCCCSc1nc(C)cc(C(C)=O)n1. As a reaction SMILES: [CH2:1]([CH2:2][CH2:3][CH2:4][CH2:5][CH3:6])[S:7][c:8]1[n:9][c:10]([CH3:17])[cH:11][c:12]([CH:14]([CH3:15])[OH:16])[n:13]1.[CH3:23][C:24](=[O:25])[CH3:26].[S:18](=[O:19])(=[O:20])([OH:21])[OH:22]>>[CH2:1]([CH2:2][CH2:3][CH2:4][CH2:5][CH3:6])[S:7][c:8]1[n:9][c:10]([CH3:17])[cH:11][c:12]([C:14]([CH3:15])=[O:16])[n:13]1. Product: O=CNC1CCC(=O)c2ccccc21. Starting materials: Br, CC(=O)CC(C)C, CC(=O)O, O=CNC1CCCc2ccccc21, [Cl-], [Na+], O, O. Reaction SMILES: [BrH:14].[CH2:23]([C:24]([CH3:25])=[O:26])[CH:27]([CH3:28])[CH3:29].[CH3:18][C:19]([OH:20])=[O:21].[CH:1]1([NH:11][CH:12]=[O:13])[CH2:2][CH2:3][CH2:4][c:5]2[cH:6][cH:7][cH:8][cH:9][c:10]21.[Cl-:17].[Na+:16].[O:15].[OH2:22]>>[CH:1]1([NH:11][CH:12]=[O:13])[CH2:2][CH2:3][C:4](=[O:20])[c:5]2[cH:6][cH:7][cH:8][cH:9][c:10]21.